The task is: describe an organic reaction: reactants, conditions, products, and yield. This data is from the Open Reaction Database (ORD), a public repository of structured organic reaction records. Solvent: C1CCOC1 (THF), C1CCOC1 (THF). Starting materials: ClC1=C(C=NC(=C1)Cl)CC#N (2-(4,6-dichloro-3-pyridyl)acetonitrile), BrCCCl (1-Bromo-2-chloro-ethane), [H-].[Na+] (Sodium hydride). Yields the product ClC1=C(C=NC(=C1)Cl)C1(CC1)C#N (1-(4,6-dichloro-3-pyridyl)cyclopropanecarbonitrile), solid. Procedure details: Sodium hydride (60% in mineral oil, 0.128 g, 3.21 mmol) was suspended in 0.5 ml THF. At 0° C. a solution of 2-(4,6-dichloro-3-pyridyl)acetonitrile (0.200 g, 1.07 mmol) in 1.7 ml THF was added drop wise. The reaction mixture was stirred until no gas evolution was detectable. It was then a red suspension. At 0° C. 1-Bromo-2-chloro-ethane (0.355 mL, 4.28 mmol) was added drop wise. The reaction mixture was stirred 30 min at 0° C. then overnight at rt. It was quenched with aq NH4Cl. The organic layer... Reaction SMILES: [H-].[Na+].[Cl:3][C:4]1[CH:9]=[C:8]([Cl:10])[N:7]=[CH:6][C:5]=1[CH2:11][C:12]#[N:13].Br[CH2:15][CH2:16]Cl>C1COCC1>[Cl:3][C:4]1[CH:9]=[C:8]([Cl:10])[N:7]=[CH:6][C:5]=1[C:11]1([C:12]#[N:13])[CH2:16][CH2:15]1 |f:0.1|.